This data is from the Open Reaction Database (ORD), a public repository of structured organic reaction records. The task is: describe an organic reaction: reactants, conditions, products, and yield The reactants are C(#N)C=C1CCN(CC1)C1=C(C=C(C=C1)N1C(O[C@H](C1)CN)=O)F ((S)-N-{3-[4-(4-cyanomethylidene-piperidin-1-yl)-3-fluorophenyl]-2-oxo-oxazolidin-5-ylmethyl}-amine), C(CC)(=O)Cl (propionyl chloride). Solvent: N1=CC=CC=C1 (pyridine). Run at time 3 hour. Product: C(#N)C=C1CCN(CC1)C1=C(C=C(C=C1)N1C(O[C@H](C1)CNC(CC)=O)=O)F ((S)-N-{3-[4-(4-cyanomethylidene-piperidin-1-yl)-3-fluorophenyl]-2-oxo-oxazolidin-5-ylmethyl}-propionamide). Isolated yield 52.0%. Reaction SMILES: [C:1]([CH:3]=[C:4]1[CH2:9][CH2:8][N:7]([C:10]2[CH:15]=[CH:14][C:13]([N:16]3[CH2:20][C@H:19]([CH2:21][NH2:22])[O:18][C:17]3=[O:23])=[CH:12][C:11]=2[F:24])[CH2:6][CH2:5]1)#[N:2].[C:25](Cl)(=[O:28])[CH2:26][CH3:27]>N1C=CC=CC=1>[C:1]([CH:3]=[C:4]1[CH2:9][CH2:8][N:7]([C:10]2[CH:15]=[CH:14][C:13]([N:16]3[CH2:20][C@H:19]([CH2:21][NH:22][C:25](=[O:28])[CH2:26][CH3:27])[O:18][C:17]3=[O:23])=[CH:12][C:11]=2[F:24])[CH2:6][CH2:5]1)#[N:2]. Procedure: The mixture of (S)-N-{3-[4-(4-cyanomethylidene-piperidin-1-yl)-3-fluorophenyl]-2-oxo-oxazolidin-5-ylmethyl}-amine (1.5 mmol), propionyl chloride (1.79 mmol) in 10 ml pyridine was stirred at room temperature for 3 hours. Evaporation of the solvent under vacuum and silica gel column chromatography afforded the titled compound in 52% yield. Reactants: CC(=O)O, CC(C)Nc1ccc2c(c1)CCO2, [N-]=C=O, [Na+]. Product: CC(C)N(C(N)=O)c1ccc2c(c1)CCO2. RXN SMILES: [CH3:18][C:19](=[O:20])[OH:21].[CH:1]([CH3:2])([CH3:3])[NH:4][c:5]1[cH:6][cH:7][c:8]2[c:9]([cH:13]1)[CH2:10][CH2:11][O:12]2.[N-:14]=[C:15]=[O:16].[Na+:17]>>[CH:1]([CH3:2])([CH3:3])[N:4]([c:5]1[cH:6][cH:7][c:8]2[c:9]([cH:13]1)[CH2:10][CH2:11][O:12]2)[C:15]([NH2:14])=[O:16]. The reactants are NCC(C)N (1,2-diaminopropane), C(CCCCCCCCCCC)#N (lauronitrile), NC(C)(C)N (diaminopropane). The reagents and catalysts are O (water), CC([O-])C.CC([O-])C.CC([O-])C.CC([O-])C.[Ti+4] (titanium tetraisopropoxide). Reaction conditions: temperature 120 celsius. Yields the product C(CCCCCCCCCC)C=1NCC(N1)C (2-undecyl-4-methyl-2-imidazoline). The yield is 92.0%. Reaction SMILES: [C:1](#[N:13])[CH2:2][CH2:3][CH2:4][CH2:5][CH2:6][CH2:7][CH2:8][CH2:9][CH2:10][CH2:11][CH3:12].N[CH2:15][CH:16]([NH2:18])[CH3:17].NC(N)(C)C>CC(C)[O-].CC(C)[O-].CC(C)[O-].CC(C)[O-].[Ti+4].O>[CH2:2]([C:1]1[NH:13][CH2:15][CH:16]([CH3:17])[N:18]=1)[CH2:3][CH2:4][CH2:5][CH2:6][CH2:7][CH2:8][CH2:9][CH2:10][CH2:11][CH3:12] |f:3.4.5.6.7|. Reported procedure: In a 500 ml four-necked flask equipped with a reflux condenser and a thermometer were charged 181 g of lauronitrile and 2 g of titanium tetraisopropoxide. Further, 1 g of water was added with stirring and the mixture was heated up to about 120° C. with stirring for 10 minutes. Thereafter, while maintaining the temperature at about 120° C., the mixture was heated for 30 minutes under a reduced pressure to remove isopropanol formed in situ and unreacted water therefrom. After heating the mixture u... Reactants: BrB(Br)Br, [Br-], CCC1c2c([nH]c(=O)c(OC)cc2=O)CC(Cl)C1Cl, ClCCl, [K+], [Na+], O=C([O-])O. Yields the product CCC1c2c([nH]c(=O)c(O)cc2=O)CC(Cl)C1Cl. As a reaction SMILES: [B:20]([Br:21])([Br:22])[Br:23].[Br-:29].[Cl:1][CH:2]1[CH:3]([Cl:19])[CH2:4][c:5]2[c:6]([c:7](=[O:15])[cH:8][c:9]([O:13][CH3:14])[c:10](=[O:12])[nH:11]2)[CH:16]1[CH2:17][CH3:18].[Cl:31][CH2:32][Cl:33].[K+:30].[Na+:28].[O-:24][C:25]([OH:26])=[O:27]>>[Cl:1][CH:2]1[CH:3]([Cl:19])[CH2:4][c:5]2[c:6]([c:7](=[O:15])[cH:8][c:9]([OH:13])[c:10](=[O:12])[nH:11]2)[CH:16]1[CH2:17][CH3:18]. The reactants are Cl (HCl), COC([C@H](CNC(=O)C=1SC=CC1)NC(=O)C=1SC(=CC1C(F)(F)F)C(NCC1=CC(=CC=C1)O)=O)=O ((S)-2-{[5-(3-Hydroxy-benzylcarbamoyl)-3-trifluoromethyl-thiophene-2-carbonyl]-amino}-3-[(thiophene-2-carbonyl)-amino]-propionic acid methyl ester), O.[OH-].[Li+] (lithium hydroxide monohydrate). Run in C1CCOC1 (THF), O (water). Conditions: time 4 hour. The product is OC=1C=C(CNC(=O)C2=CC(=C(S2)C(=O)N[C@H](C(=O)O)CNC(=O)C=2SC=CC2)C(F)(F)F)C=CC1 ((S)-2-{[5-(3-Hydroxy-benzylcarbamoyl)-3-trifluoromethyl-thiophene-2-carbonyl]-amino}-3-[(thiophene-2-carbonyl)-amino]-propionic acid). As a reaction SMILES: C[O:2][C:3](=[O:37])[C@@H:4]([NH:14][C:15]([C:17]1[S:18][C:19]([C:26](=[O:36])[NH:27][CH2:28][C:29]2[CH:34]=[CH:33][CH:32]=[C:31]([OH:35])[CH:30]=2)=[CH:20][C:21]=1[C:22]([F:25])([F:24])[F:23])=[O:16])[CH2:5][NH:6][C:7]([C:9]1[S:10][CH:11]=[CH:12][CH:13]=1)=[O:8].O.[OH-].[Li+].Cl>C1COCC1.O>[OH:35][C:31]1[CH:30]=[C:29]([CH:34]=[CH:33][CH:32]=1)[CH2:28][NH:27][C:26]([C:19]1[S:18][C:17]([C:15]([NH:14][C@@H:4]([CH2:5][NH:6][C:7]([C:9]2[S:10][CH:11]=[CH:12][CH:13]=2)=[O:8])[C:3]([OH:37])=[O:2])=[O:16])=[C:21]([C:22]([F:25])([F:24])[F:23])[CH:20]=1)=[O:36] |f:1.2.3|. Procedure details: To a solution of (S)-2-{[5-(3-Hydroxy-benzylcarbamoyl)-3-trifluoromethyl-thiophene-2-carbonyl]-amino}-3-[(thiophene-2-carbonyl)-amino]-propionic acid methyl ester (40 mg, 0.072 mmol) in THF (5 mL) was added a solution of lithium hydroxide monohydrate (30 mg, 0.71 mmol) in water (6 mL). The mixture was then stirred at room temperature 4 h. The mixture was then acidified with 1N HCl and extracted with EtOAc (×3). The extracts were combined, washed with water and brine, dried over sodium sulfate, f... Starting materials: C(C)OC(=O)N1CC[C@H]2CC3=C(C=C(C=C3[C@H]2C1)C1=CC=CC=C1)C (cis-8-methyl-6-phenyl-1,2,4,4a,9,9a-hexahydro-3-aza-fluorene-3-carboxylic acid ethyl ester), [H-].[H-].[H-].[H-].[Li+].[Al+3] (LiAlH4). The solvent is C1CCOC1 (THF). Reaction conditions: temperature 20 celsius, time 2 hour. Yields the product CN1CC[C@H]2CC3=C(C=C(C=C3[C@H]2C1)C1=CC=CC=C1)C (cis-3,8-Dimethyl-6-phenyl-2,3,4,4a,9,9a-hexahydro-1H-3-aza-fluorene). Isolated yield 60.0%. As a reaction SMILES: C(O[C:4]([N:6]1[CH2:18][C@H:17]2[C@H:9]([CH2:10][C:11]3[C:16]2=[CH:15][C:14]([C:19]2[CH:24]=[CH:23][CH:22]=[CH:21][CH:20]=2)=[CH:13][C:12]=3[CH3:25])[CH2:8][CH2:7]1)=O)C.[H-].[H-].[H-].[H-].[Li+].[Al+3]>C1COCC1>[CH3:4][N:6]1[CH2:18][C@H:17]2[C@H:9]([CH2:10][C:11]3[C:16]2=[CH:15][C:14]([C:19]2[CH:24]=[CH:23][CH:22]=[CH:21][CH:20]=2)=[CH:13][C:12]=3[CH3:25])[CH2:8][CH2:7]1 |f:1.2.3.4.5.6|. Procedure: To a solution of cis-8-methyl-6-phenyl-1,2,4,4a,9,9a-hexahydro-3-aza-fluorene-3-carboxylic acid ethyl ester (20 mg, 0.060 mmol) in THF (1.0 mL) was added LiAlH4 (4.5 mg, 0.12 mmol) under Ar. The reaction mixture was stirred at 20° C. for 2 h then refluxed for 4 h. The reaction was cooled to 20° C. and quenched by addition of H2O and 1M NaOH. The quenched reaction mixture was extracted with CH2Cl2. The combined organic solution was dried over MgSO4, filtered and concentrated in vacuo. The residue... Starting materials: C(C)OC=1C=C(CNC2=NC=C(C=C2N)I)C=CC1OCC=1C=NC(=CC1)OC (N2-(3-ethoxy-4-((6-methoxypyridin-3-yl)methoxy)benzyl)-5-iodopyridine-2,3-diamine), C(OCC)(OCC)OCC (triethyl orthoformate). Reagents/catalysts: O.C1(=CC=C(C=C1)S(=O)(=O)O)C (p-toluenesulfonic acid monohydrate). Run in C(C)O (ethanol). Conditions: time 30 minute. The product is C(C)OC=1C=C(CN2C=NC=3C2=NC=C(C3)I)C=CC1OCC=1C=NC(=CC1)OC (3-(3-ethoxy-4-((6-methoxypyridin-3-yl)methoxy)benzyl)-6-iodo-3H-imidazo[4,5-b]pyridine). Yield: 61.4%. Reaction SMILES: [CH2:1]([O:3][C:4]1[CH:5]=[C:6]([CH:17]=[CH:18][C:19]=1[O:20][CH2:21][C:22]1[CH:23]=[N:24][C:25]([O:28][CH3:29])=[CH:26][CH:27]=1)[CH2:7][NH:8][C:9]1[C:14]([NH2:15])=[CH:13][C:12]([I:16])=[CH:11][N:10]=1)[CH3:2].[CH:30](OCC)(OCC)OCC>C(O)C.O.C1(C)C=CC(S(O)(=O)=O)=CC=1>[CH2:1]([O:3][C:4]1[CH:5]=[C:6]([CH:17]=[CH:18][C:19]=1[O:20][CH2:21][C:22]1[CH:23]=[N:24][C:25]([O:28][CH3:29])=[CH:26][CH:27]=1)[CH2:7][N:8]1[C:9]2=[N:10][CH:11]=[C:12]([I:16])[CH:13]=[C:14]2[N:15]=[CH:30]1)[CH3:2] |f:3.4|. Procedure details: To a stirred suspension of N2-(3-ethoxy-4-((6-methoxypyridin-3-yl)methoxy)benzyl)-5-iodopyridine-2,3-diamine (3.99 g, 7.88 mmol) in ethanol (50 mL) was added triethyl orthoformate (2.67 g, 18.02 mmol) and p-toluenesulfonic acid monohydrate (0.075 g, 0.39 mmol). As the mixture was heated to reflux, a brown solution was obtained. After 30 min, the mixture was allowed to cool to room temperature, resulting in the formation of a precipitate. The solids were isolated by filtration, washed with ethano...